Dataset: the Open Reaction Database (ORD), a public repository of structured organic reaction records. Task: describe an organic reaction: reactants, conditions, products, and yield Starting materials: NC1=NC(=CC(=N1)N1CCC2(C[C@H](NC2)C(=O)OCC)CC1)O[C@@H](C(F)(F)F)C=1C=C2CNC=NC2=CC1 ((S)-ethyl 8-(2-amino-6-((R)-1-(3,4-dihydroquinazolin-6-yl)-2,2,2-trifluoroethoxy)pyrimidin-4-yl)-2,8-diazaspiro[4.5]decane-3-carboxylate), N-CBZ, [Li+].[OH-] (LiOH). The product is NC1=NC(=CC(=N1)N1CCC2(C[C@H](NC2)C(=O)O)CC1)O[C@@H](C(F)(F)F)C=1C=C2CNCNC2=CC1 ((S)-8-(2-amino-6-((R)-2,2,2-trifluoro-1-(1,2,3,4-tetrahydroquinazolin-6-yl)ethoxy)pyrimidin-4-yl)-2,8-diazaspiro[4.5]decane-3-carboxylic acid). RXN SMILES: [NH2:1][C:2]1[N:7]=[C:6]([N:8]2[CH2:22][CH2:21][C:11]3([CH2:15][NH:14][C@H:13]([C:16]([O:18]CC)=[O:17])[CH2:12]3)[CH2:10][CH2:9]2)[CH:5]=[C:4]([O:23][C@H:24]([C:29]2[CH:30]=[C:31]3[C:36](=[CH:37][CH:38]=2)[N:35]=[CH:34][NH:33][CH2:32]3)[C:25]([F:28])([F:27])[F:26])[N:3]=1.[Li+].[OH-]>>[NH2:1][C:2]1[N:7]=[C:6]([N:8]2[CH2:9][CH2:10][C:11]3([CH2:15][NH:14][C@H:13]([C:16]([OH:18])=[O:17])[CH2:12]3)[CH2:21][CH2:22]2)[CH:5]=[C:4]([O:23][C@H:24]([C:29]2[CH:30]=[C:31]3[C:36](=[CH:37][CH:38]=2)[NH:35][CH2:34][NH:33][CH2:32]3)[C:25]([F:28])([F:27])[F:26])[N:3]=1 |f:1.2|. Reported procedure: Hydrolysis of (S)-ethyl 8-(2-amino-6-((R)-1-(3,4-dihydroquinazolin-6-yl)-2,2,2-trifluoroethoxy)pyrimidin-4-yl)-2,8-diazaspiro[4.5]decane-3-carboxylate (a by-product from the N-CBZ deprotection of Example 55bk) using the LiOH general method provided the title compound as an off-white solid. The reactants are CC(=O)[O-], CC(=O)CC(C)=O, CC(=O)O, CCO, Nc1ccccc1Cl, Cl, O=N[O-], [Na+], [Na+], O. Yields the product CC(=O)C(=NNc1ccccc1Cl)C(C)=O. RXN SMILES: [CH3:14][C:15](=[O:16])[O-:17].[CH3:18][C:19](=[O:20])[CH2:21][C:22]([CH3:23])=[O:24].[CH3:25][C:26](=[O:27])[OH:28].[CH3:31][CH2:32][OH:33].[Cl:1][c:2]1[c:3]([NH2:4])[cH:5][cH:6][cH:7][cH:8]1.[ClH:29].[N:9]([O-:10])=[O:11].[Na+:12].[Na+:13].[OH2:30]>>[Cl:1][c:2]1[c:3]([NH:4][N:9]=[C:21]([C:19]([CH3:18])=[O:20])[C:22]([CH3:23])=[O:24])[cH:5][cH:6][cH:7][cH:8]1. Starting materials: [BH4-], CO, ClCCl, COc1ccc2ncc(C#N)c(CCN3CC(O)C(CN)C3)c2n1, [Na+], [Na+], O=C([O-])O, O=Cc1ccc2c(n1)NC(=O)CO2. Product: COc1ccc2ncc(C#N)c(CCN3CC(O)C(CNCc4ccc5c(n4)NC(=O)CO5)C3)c2n1. As a reaction SMILES: [BH4-:43].[CH3:48][OH:49].[Cl:45][CH2:46][Cl:47].[NH2:1][CH2:2][CH:3]1[CH2:4][N:5]([CH2:9][CH2:10][c:11]2[c:12]([C:23]#[N:24])[cH:13][n:14][c:15]3[cH:16][cH:17][c:18]([O:21][CH3:22])[n:19][c:20]23)[CH2:6][CH:7]1[OH:8].[Na+:42].[Na+:44].[O-:38][C:39]([OH:40])=[O:41].[O:25]=[C:26]1[NH:27][c:28]2[c:29]([cH:32][cH:33][c:34]([CH:36]=[O:37])[n:35]2)[O:30][CH2:31]1>>[NH:1]([CH2:2][CH:3]1[CH2:4][N:5]([CH2:9][CH2:10][c:11]2[c:12]([C:23]#[N:24])[cH:13][n:14][c:15]3[cH:16][cH:17][c:18]([O:21][CH3:22])[n:19][c:20]23)[CH2:6][CH:7]1[OH:8])[CH2:36][c:34]1[cH:33][cH:32][c:29]2[c:28]([n:35]1)[NH:27][C:26](=[O:25])[CH2:31][O:30]2. The reactants are BrC=1C=C(C=NC1Cl)C(=O)O (5-bromo-6-chloro-3-pyridinecarboxylic acid), N[C@H]1[C@@H](CCCC1)O ((1R,2R)-2-amino-1-cyclohexanol), N1=CC(=CC=C1)CO (3-pyridinemethanol), ClC1=CC=C(C=C1)B(O)O ((4-chloro-phenyl)-boronic acid). The product is ClC1=CC=C(C=C1)C=1C(=NC=C(C(=O)N[C@H]2[C@@H](CCCC2)O)C1)OCC=1C=NC=CC1 (5-(4-chloro-phenyl)-N-((1R,2R)-2-hydroxy-cyclohexyl)-6-(pyridin-3-ylmethoxy)-nicotinamide). As a reaction SMILES: Br[C:2]1[CH:3]=[C:4]([C:9]([OH:11])=O)[CH:5]=[N:6][C:7]=1Cl.[N:12]1[CH:17]=[CH:16][CH:15]=[C:14]([CH2:18][OH:19])[CH:13]=1.[Cl:20][C:21]1[CH:26]=[CH:25][C:24](B(O)O)=[CH:23][CH:22]=1.[NH2:30][C@@H:31]1[CH2:36][CH2:35][CH2:34][CH2:33][C@H:32]1[OH:37]>>[Cl:20][C:21]1[CH:26]=[CH:25][C:24]([C:16]2[C:17]([O:11][CH2:9][C:4]3[CH:5]=[N:6][CH:7]=[CH:2][CH:3]=3)=[N:12][CH:13]=[C:14]([CH:15]=2)[C:18]([NH:30][C@@H:31]2[CH2:36][CH2:35][CH2:34][CH2:33][C@H:32]2[OH:37])=[O:19])=[CH:23][CH:22]=1. Reported procedure: The title compound was synthesized in analogy to Example 75, using 5-bromo-6-chloro-3-pyridinecarboxylic acid, 3-pyridinemethanol, (4-chloro-phenyl)-boronic acid and ((1R,2R)-2-amino-1-cyclohexanol as starting materials to yield 5-(4-chloro-phenyl)-N-((1R,2R)-2-hydroxy-cyclohexyl)-6-(pyridin-3-ylmethoxy)-nicotinamide, MS (ISP) 438.1 (M+H)+. The reactants are BrC1=NN=C2N1C1=C(C(=NC2)C2=NC=CC=C2)C=C(C=C1[N+](=O)[O-])Br (1,8-dibromo-10-nitro-6-(2-pyridyl)-4H-s-triazolo[4,3-a][1,4]benzodiazepine), C(C)N1CCNCC1 (1-ethylpiperazine). Product: BrC=1C=C(C2=C(C(=NCC=3N2C(=NN3)N3CCN(CC3)CC)C3=NC=CC=C3)C1)[N+](=O)[O-] (8-bromo-10-nitro-1-(4-ethylpiperazino)-6-(2-pyridyl)-4H-s-triazolo[4,3-a][1,4]benzodiazepine). As a reaction SMILES: Br[C:2]1[N:6]2[C:7]3[C:21]([N+:22]([O-:24])=[O:23])=[CH:20][C:19]([Br:25])=[CH:18][C:8]=3[C:9]([C:12]3[CH:17]=[CH:16][CH:15]=[CH:14][N:13]=3)=[N:10][CH2:11][C:5]2=[N:4][N:3]=1.[CH2:26]([N:28]1[CH2:33][CH2:32][NH:31][CH2:30][CH2:29]1)[CH3:27]>>[Br:25][C:19]1[CH:20]=[C:21]([N+:22]([O-:24])=[O:23])[C:7]2[N:6]3[C:2]([N:31]4[CH2:32][CH2:33][N:28]([CH2:26][CH3:27])[CH2:29][CH2:30]4)=[N:3][N:4]=[C:5]3[CH2:11][N:10]=[C:9]([C:12]3[CH:17]=[CH:16][CH:15]=[CH:14][N:13]=3)[C:8]=2[CH:18]=1. Procedure details: In the manner given in Example 1, 1,8-dibromo-10-nitro-6-(2-pyridyl)-4H-s-triazolo[4,3-a][1,4]benzodiazepine is heated with 1-ethylpiperazine to give 8-bromo-10-nitro-1-(4-ethylpiperazino)-6-(2-pyridyl)-4H-s-triazolo[4,3-a][1,4]benzodiazepine. Reactants: O=C(Cl)Oc1ccccc1, CCOC(C)=O, CN(C)C=O, COc1cc2nccc(Oc3ccc(N)cc3)c2cc1C#N, O, c1ccncc1. Yields the product COc1cc2nccc(Oc3ccc(NC(=O)Oc4ccccc4)cc3)c2cc1C#N. RXN SMILES: [C:23]([O:24][c:25]1[cH:26][cH:27][cH:28][cH:29][cH:30]1)(=[O:31])[Cl:32].[CH3:33][CH2:34][O:35][C:36](=[O:37])[CH3:38].[CH3:40][N:41]([CH3:42])[CH:43]=[O:44].[NH2:1][c:2]1[cH:3][cH:4][c:5]([O:6][c:7]2[cH:8][cH:9][n:10][c:11]3[cH:12][c:13]([O:19][CH3:20])[c:14]([C:17]#[N:18])[cH:15][c:16]23)[cH:21][cH:22]1.[OH2:39].[cH:45]1[cH:46][cH:47][n:48][cH:49][cH:50]1>>[NH:1]([c:2]1[cH:3][cH:4][c:5]([O:6][c:7]2[cH:8][cH:9][n:10][c:11]3[cH:12][c:13]([O:19][CH3:20])[c:14]([C:17]#[N:18])[cH:15][c:16]23)[cH:21][cH:22]1)[C:23]([O:24][c:25]1[cH:26][cH:27][cH:28][cH:29][cH:30]1)=[O:31].